This data is from the Open Reaction Database (ORD), a public repository of structured organic reaction records. The task is: describe an organic reaction: reactants, conditions, products, and yield Starting materials: COC1=CC2=C(C(=C(O2)/C=C/C(=O)O)CCCCC)C=C1 ((E)-3-(6-methoxy-3-pentylbenzofuran-2-yl)-2-propenoic acid), [N+](=O)([O-])C1=CC=C(C=C1)O (4-nitrophenol), C1(CCCCC1)N=C=NC1CCCCC1 (1,3-dicyclohexylcarbodiimide). Run in ClCCl (dichloromethane). The product is [N+](=O)([O-])C1=CC=C(C=C1)OC(\C=C\C=1OC2=C(C1CCCCC)C=CC(=C2)OC)=O ((E)-3-(6-methoxy-3-pentylbenzofuran-2-yl)-2-propenoic acid 4-nitrophenyl ester). Yield: 86.2%. RXN SMILES: [CH3:1][O:2][C:3]1[CH:21]=[CH:20][C:6]2[C:7]([CH2:15][CH2:16][CH2:17][CH2:18][CH3:19])=[C:8](/[CH:10]=[CH:11]/[C:12]([OH:14])=[O:13])[O:9][C:5]=2[CH:4]=1.[N+:22]([C:25]1[CH:30]=[CH:29][C:28](O)=[CH:27][CH:26]=1)([O-:24])=[O:23].C1(N=C=NC2CCCCC2)CCCCC1>ClCCl>[N+:22]([C:25]1[CH:30]=[CH:29][C:28]([O:13][C:12](=[O:14])/[CH:11]=[CH:10]/[C:8]2[O:9][C:5]3[CH:4]=[C:3]([O:2][CH3:1])[CH:21]=[CH:20][C:6]=3[C:7]=2[CH2:15][CH2:16][CH2:17][CH2:18][CH3:19])=[CH:27][CH:26]=1)([O-:24])=[O:23]. Procedure details: As in Example 113, (E)-3-(6-methoxy-3-pentylbenzofuran-2-yl)-2-propenoic acid (3.35 g) was reacted with 4-nitrophenol (1.8 g) in dichloromethane (35 mL) in the presence of 1,3-dicyclohexylcarbodiimide (2.42 g). The crude product was crystallized from 2-propanol to afford 4.1 g of (E)-3-(6-methoxy-3-pentylbenzofuran-2-yl)-2-propenoic acid 4-nitrophenyl ester, mp 120°-121.5° C. Anal. Calcd for C23H23NO6 : C, 67.47; H, 5.66; N, 3.42 Found: C, 67.29; H, 5.89; N, 3.43 Reactants: [BH3-]C#N, Cc1ccc2c(N=CC(O)(CC(C)(C)c3cc(F)cc4c3OCC4)C(F)(F)F)c(Cl)ccc2n1, Cc1ccc2c(N)c(Cl)ccc2n1, [Na+]. Yields the product Cc1ccc2c(NCC(O)(CC(C)(C)c3cc(F)cc4c3OCC4)C(F)(F)F)c(Cl)ccc2n1. Reaction SMILES: [C:48]([BH3-:49])#[N:50].[F:14][c:15]1[cH:16][c:17]([C:24]([CH2:25][C:26]([CH:27]=[N:28][c:29]2[c:30]3[cH:31][cH:32][c:33]([CH3:40])[n:34][c:35]3[cH:36][cH:37][c:38]2[Cl:39])([C:41]([F:42])([F:43])[F:44])[OH:45])([CH3:46])[CH3:47])[c:18]2[c:19]([cH:23]1)[CH2:20][CH2:21][O:22]2.[NH2:1][c:2]1[c:3]([Cl:4])[cH:5][cH:6][c:7]2[c:8]1[cH:9][cH:10][c:11]([CH3:12])[n:13]2.[Na+:51]>>[F:14][c:15]1[cH:16][c:17]([C:24]([CH2:25][C:26]([CH2:27][NH:28][c:29]2[c:30]3[cH:31][cH:32][c:33]([CH3:40])[n:34][c:35]3[cH:36][cH:37][c:38]2[Cl:39])([C:41]([F:42])([F:43])[F:44])[OH:45])([CH3:46])[CH3:47])[c:18]2[c:19]([cH:23]1)[CH2:20][CH2:21][O:22]2. Reactants: [N+](=O)([O-])C1=C(C=CC(=C1)[N+](=O)[O-])O (2,4-dinitrophenol), BrCC(C(CBr)O)O (1,4-dibromo-butan-2,3-diol), C([O-])([O-])=O.[K+].[K+] (potassium carbonate). Solvent: CCOCC (ether). Yields the product [N+](=O)([O-])C1=C(OCC(C(COC2=C(C=C(C=C2)[N+](=O)[O-])[N+](=O)[O-])O)O)C=CC(=C1)[N+](=O)[O-] (1,4-bis-(2',4'-dinitrophenoxy)-butan-2,3-diol). As a reaction SMILES: [N+:1]([C:4]1[CH:9]=[C:8]([N+:10]([O-:12])=[O:11])[CH:7]=[CH:6][C:5]=1[OH:13])([O-:3])=[O:2].Br[CH2:15][CH:16]([OH:21])[CH:17]([OH:20])[CH2:18]Br.[C:22](=[O:25])([O-])[O-].[K+].[K+]>CCOCC>[N+:1]([C:4]1[CH:9]=[C:8]([N+:10]([O-:12])=[O:11])[CH:7]=[CH:6][C:5]=1[O:13][CH2:15][CH:16]([OH:21])[CH:17]([OH:20])[CH2:18][O:25][C:22]1[CH:6]=[CH:5][C:4]([N+:1]([O-:3])=[O:2])=[CH:9][C:8]=1[N+:10]([O-:12])=[O:11])([O-:3])=[O:2] |f:2.3.4|. Procedure details: A mixture of 19.2 gm (0.1 mol) of 2,4-dinitrophenol (96%), 12.4 gm (0.05 mol) of 1,4-dibromo-butan-2,3-diol, and 6.9 gm (0.05 mol) of potassium carbonate was refluxed for six hours in 20 ml of diethyleneglycoldimethyl ether. After cooling, the product was removed by suction, washed with water, and dried. The intermediate obtained melted at 207°-210° C. Reactants: ClC1=CC(=C(CN2C=CC3=CC(=CC=C23)\C=C/2\C(NC(S2)=O)=O)C=C1)C(F)(F)F ((5Z)-5-({1-[4-chloro-2-(trifluoromethyl)-benzyl]-1H-indol-5-yl}methylidene)-2,4-dioxo-1,3-thiazolidine), Cl.Cl.ClCCCN1CCN(CC1)C (4-(3-chloropropyl)-1-methylpiperazine dihydrochloride). Yields the product ClC1=CC(=C(C=C1)CN1C=CC2=CC(=CC=C12)\C=C/1\C(N(C(S1)=O)CCCN1CCN(CC1)C)=O)C(F)(F)F ((5Z)-5-[(1-{[4-Chloro-2-(trifluoromethyl)phenyl]methyl}-1H-indol-5-yl)methylidene]-3-[3-(4-methylpiperazin-1-yl)propyl]-1,3-thiazolidine-2,4-dione). RXN SMILES: [Cl:1][C:2]1[CH:25]=[CH:24][C:5]([CH2:6][N:7]2[C:15]3[C:10](=[CH:11][C:12](/[CH:16]=[C:17]4/[C:18](=[O:23])[NH:19][C:20](=[O:22])[S:21]/4)=[CH:13][CH:14]=3)[CH:9]=[CH:8]2)=[C:4]([C:26]([F:29])([F:28])[F:27])[CH:3]=1.Cl.Cl.Cl[CH2:33][CH2:34][CH2:35][N:36]1[CH2:41][CH2:40][N:39]([CH3:42])[CH2:38][CH2:37]1>>[Cl:1][C:2]1[CH:25]=[CH:24][C:5]([CH2:6][N:7]2[C:15]3[C:10](=[CH:11][C:12](/[CH:16]=[C:17]4/[C:18](=[O:23])[N:19]([CH2:33][CH2:34][CH2:35][N:36]5[CH2:41][CH2:40][N:39]([CH3:42])[CH2:38][CH2:37]5)[C:20](=[O:22])[S:21]/4)=[CH:13][CH:14]=3)[CH:9]=[CH:8]2)=[C:4]([C:26]([F:29])([F:27])[F:28])[CH:3]=1 |f:1.2.3|. Procedure details: (5Z)-5-[(1-{[4-Chloro-2-(trifluoromethyl)phenyl]methyl}-1H-indol-5-yl)methylidene]-3-[3-(4-methylpiperazin-1-yl)propyl]-1,3-thiazolidine-2,4-dione was prepared from [(5Z)-5-({1-[4-chloro-2-(trifluoromethyl)-benzyl]-1H-indol-5-yl}methylidene)-2,4-dioxo-1,3-thiazolidine (from Example 243) and 4-(3-chloropropyl)-1-methylpiperazine dihydrochloride following General Procedure H.